From a dataset of the Open Reaction Database (ORD), a public repository of structured organic reaction records. describe an organic reaction: reactants, conditions, products, and yield Starting materials: C([O-])([O-])=O.[K+].[K+] (potassium carbonate), IC (iodomethane), COC(C1=CC(=C(C(=C1)F)O)Br)=O (3-Bromo-5-fluoro-4-hydroxy-benzoic acid methyl ester). Solvent: CC(=O)C (acetone). Run at time 4 day. Product: COC(C1=CC(=C(C(=C1)F)OC)Br)=O (3-Bromo-5-fluoro-4-methoxy-benzoic acid methyl ester). Reaction SMILES: [CH3:1][O:2][C:3](=[O:13])[C:4]1[CH:9]=[C:8]([F:10])[C:7]([OH:11])=[C:6]([Br:12])[CH:5]=1.[C:14](=O)([O-])[O-].[K+].[K+].IC>CC(C)=O>[CH3:1][O:2][C:3](=[O:13])[C:4]1[CH:9]=[C:8]([F:10])[C:7]([O:11][CH3:14])=[C:6]([Br:12])[CH:5]=1 |f:1.2.3|. Reported procedure: 6 g (24.09 mmol) of the product obtained in step 1 were dissolved in 60 ml of acetone, 10.13 g (2.270 mmol) of potassium carbonate and 6.84 g (48.18 mmol) of iodomethane were added, and the mixture was stirred for 4 days. Then is was filtered and evaporated. The resulting product (5.8 g) was used in the next step without further purification. The reactants are 471.2, COC(C1=CC(=CC=C1)CBr)=O (3-bromomethyl-benzoic acid methyl ester), CS(=O)(=O)N (methylsulfonamide), FC1=CC=C(C=C1)[C@H]1C[C@]12C(NC1=CC=CC=C21)=O ((1S,2R)-2-(4-fluorophenyl)spiro[cyclopropane-1,3′-indolin]-2′-one). Product: FC1=CC=C(C=C1)[C@H]1C[C@]12C(N(C1=CC=CC=C21)CC=2C=C(C(=O)NS(=O)(=O)C)C=CC2)=O ((1S,2R)-3-((2-(4-fluorophenyl)-2′-oxospiro[cyclopropane-1,3′-indoline]-1′-yl)methyl)-N-(methylsulfonyl)benzamide). As a reaction SMILES: CO[C:3](=[O:12])[C:4]1[CH:9]=[CH:8][CH:7]=[C:6]([CH2:10]Br)[CH:5]=1.[CH3:13][S:14]([NH2:17])(=[O:16])=[O:15].[F:18][C:19]1[CH:24]=[CH:23][C:22]([C@@H:25]2[C@:27]3([C:35]4[C:30](=[CH:31][CH:32]=[CH:33][CH:34]=4)[NH:29][C:28]3=[O:36])[CH2:26]2)=[CH:21][CH:20]=1>>[F:18][C:19]1[CH:20]=[CH:21][C:22]([C@@H:25]2[C@:27]3([C:35]4[C:30](=[CH:31][CH:32]=[CH:33][CH:34]=4)[N:29]([CH2:10][C:6]4[CH:5]=[C:4]([CH:9]=[CH:8][CH:7]=4)[C:3]([NH:17][S:14]([CH3:13])(=[O:16])=[O:15])=[O:12])[C:28]3=[O:36])[CH2:26]2)=[CH:23][CH:24]=1. Procedure: The title compound was prepared in analogy to Example 60 starting from 3-bromomethyl-benzoic acid methyl ester, methylsulfonamide (commercially available), (1R,2S) and (1S,2R)-2-(4-fluorophenyl)spiro[cyclopropane-1,3′-indolin]-2′-one prepared as in Scheme 1. LC/MS m/e calcd. for C25H21FN2O4S: 470, observed (M+H)+: 471.2 1HNMR (400 MHz, DMSO-d6) δppm 2.10-2.18 (m, 1 H) 2.33-2.42 (m, 1 H) 3.18-3.27 (m, 1 H) 3.38 (s, 3 H) 5.10 (s, 2 H) 6.12 (d, 1 H) 6.71 (t, 1 H) 6.89-6.97 (m, 1 H) 7.03-7.09 (m, 1 ... Reactants: C(C)(C)(C)OC(=O)N1CCN(CC1)C1=NC(=CN=C1)Cl (6′-chloro-2,3,5,6-tetrahydro-[1,2′]bipyrazinyl-4-carboxylic acid tert-butyl ester), ClC=1C=C(CO)C=CC1 (3-chlorobenzyl alcohol), [OH-].[K+] (KOH). The reagents and catalysts are C1COCCOCCOCCOCCOCCO1 (18-crown-6). Solvent: C1(=CC=CC=C1)C (toluene). The product is C(C)(C)(C)OC(=O)N1CCN(CC1)C1=NC(=CN=C1)OCC1=CC(=CC=C1)Cl (6′-(3-Chloro-benzyloxy)-2,3,5,6-tetrahydro-[1,2′]bipyrazinyl-4-carboxylic acid tert-butyl ester). The yield is 93.9%. Reaction SMILES: [C:1]([O:5][C:6]([N:8]1[CH2:13][CH2:12][N:11]([C:14]2[CH:19]=[N:18][CH:17]=[C:16](Cl)[N:15]=2)[CH2:10][CH2:9]1)=[O:7])([CH3:4])([CH3:3])[CH3:2].[Cl:21][C:22]1[CH:23]=[C:24]([CH:27]=[CH:28][CH:29]=1)[CH2:25][OH:26].[OH-].[K+]>C1(C)C=CC=CC=1.C1OCCOCCOCCOCCOCCOC1>[C:1]([O:5][C:6]([N:8]1[CH2:13][CH2:12][N:11]([C:14]2[CH:19]=[N:18][CH:17]=[C:16]([O:26][CH2:25][C:24]3[CH:27]=[CH:28][CH:29]=[C:22]([Cl:21])[CH:23]=3)[N:15]=2)[CH2:10][CH2:9]1)=[O:7])([CH3:4])([CH3:3])[CH3:2] |f:2.3|. Procedure details: A mixture of 6′-chloro-2,3,5,6-tetrahydro-[1,2′]bipyrazinyl-4-carboxylic acid tert-butyl ester (I-1a) (300 mg, 1.0 mmol), 3-chlorobenzyl alcohol (0.142 mL, 1.2 mmol), KOH (191 mg, 3.4 mmol) and 18-crown-6 (10.6 mg, 0.04 mmol) in toluene (6 mL) was stirred at reflux for 5.5 h and concentrated in vacuo. The residue was partitioned between H2O (30 mL) and CH2Cl2 (30 mL). The aqueous phase was separated and extracted with CH2Cl2 (2×30 mL). The combined organic extracts were dried and concentrated in...